From a dataset of the Open Reaction Database (ORD), a public repository of structured organic reaction records. describe an organic reaction: reactants, conditions, products, and yield Starting materials: C1(=CC=CC=C1)N1N=C(C(C1)CC1N=C(CCCC1)OC)C1=CC=CC=C1 (2-[(4,5-dihydro-1,3-diphenyl-1H-pyrazol-4-yl)methyl]3,4,5,6-tetrahydro-7-methoxy-2H-azepine), [Cl-].[NH4+] (ammonium chloride). Product: Cl.C1(=CC=CC=C1)N1N=C(C(C1)CC1CCCCC(N1)=N)C1=CC=CC=C1 (7-[(4,5-dihydro-1,3-diphenyl-1H-pyrazol-4-yl)methyl]hexahydro-2H-azepin-2-imine, monohydrochloride). RXN SMILES: [C:1]1([N:7]2[CH2:11][CH:10]([CH2:12][CH:13]3[CH2:19][CH2:18][CH2:17][CH2:16][C:15](OC)=[N:14]3)[C:9]([C:22]3[CH:27]=[CH:26][CH:25]=[CH:24][CH:23]=3)=[N:8]2)[CH:6]=[CH:5][CH:4]=[CH:3][CH:2]=1.[Cl-:28].[NH4+:29]>>[ClH:28].[C:1]1([N:7]2[CH2:11][CH:10]([CH2:12][CH:13]3[NH:14][C:15](=[NH:29])[CH2:16][CH2:17][CH2:18][CH2:19]3)[C:9]([C:22]3[CH:27]=[CH:26][CH:25]=[CH:24][CH:23]=3)=[N:8]2)[CH:6]=[CH:5][CH:4]=[CH:3][CH:2]=1 |f:1.2,3.4|. Reported procedure: The title material of Example 144 is reacted with ammonium chloride by the method of Example 5 to generate the title compound. Reactants: CS(=O)(=O)C=1NC2=C(N1)C=CC=C2 (2-methanesulfonyl benzimidazole), CN(CCN)C (N,N-dimethylethylene diamine). The product is CN(CCNC=1NC2=C(N1)C=CC=C2)C (N,N-Dimethyl-N'-(2-benzimidazolyl)-1,2-ethane diamine). RXN SMILES: CS([C:5]1[NH:6][C:7]2[CH:13]=[CH:12][CH:11]=[CH:10][C:8]=2[N:9]=1)(=O)=O.[CH3:14][N:15]([CH3:19])[CH2:16][CH2:17][NH2:18]>>[CH3:14][N:15]([CH3:19])[CH2:16][CH2:17][NH:18][C:5]1[NH:6][C:7]2[CH:13]=[CH:12][CH:11]=[CH:10][C:8]=2[N:9]=1. Reported procedure: 27.2 G. (0.139 moles) of 2-methanesulfonyl benzimidazole and 26.5 g. (0.3 moles) of N,N-dimethylethylene diamine are combined and heated at 170°-175° C. for 5 hours. The mixture is then cooled and concentrated in vacuo. The residue is dissolved in methylene chloride washed with saturated sodium chloride, dried over sodium sulfate and evaporated to dryness affording 22 g. of N,N-dimethyl-N'-(2-benzimidazolyl)-1,2-ethane diamine compound which is recrystallized from benzene yielding 20.3 g. with a... The reactants are CO (methanol), solution, C(CC)N (propylamine), C1(CC1)C(=O)CC1CC1 (cyclopropylmethyl cyclopropyl ketone), [BH4-].[Na+] (sodium borohydride). Reagents/catalysts: [Ti](Cl)(Cl)(Cl)Cl (titanium (IV) chloride). Solvent: C(Cl)Cl (methylene chloride), C(Cl)Cl (methylene chloride), O (water). Conditions: temperature 0 celsius, time 18 hour. Product: C1(CC1)C(CC1CC1)NCCC (N-(1,2-dicyclopropylethyl)propylamine). As a reaction SMILES: [CH2:1]([NH2:4])[CH2:2][CH3:3].[CH:5]1([C:8]([CH2:10][CH:11]2[CH2:13][CH2:12]2)=O)[CH2:7][CH2:6]1.CO.[BH4-].[Na+]>C(Cl)Cl.[Ti](Cl)(Cl)(Cl)Cl.O>[CH:5]1([CH:8]([NH:4][CH2:1][CH2:2][CH3:3])[CH2:10][CH:11]2[CH2:13][CH2:12]2)[CH2:7][CH2:6]1 |f:3.4|. Procedure details: Add 6.9 ml of propylamine to 2.2 g of cyclopropylmethyl cyclopropyl ketone in 85 ml of methylene chloride. Add 7 ml of a 1M solution of titanium (IV) chloride in methylene chloride dropwise at room temperature. After 18 hours stirring, add 40 ml of anhydrous methanol. Cool to 0° C. and add 1.0 g of sodium borohydride in small amounts. After overnight stirring at room temperature, add 10 ml of water and evaporate under vacuum. Take up in water and extract with methylene chloride. Extract with 2N ...